From a dataset of the Open Reaction Database (ORD), a public repository of structured organic reaction records. describe an organic reaction: reactants, conditions, products, and yield Starting materials: CC(=O)O, N#N, COCc1c(-c2ccc(NC(=O)Nc3cc(C(F)(F)F)ccc3F)c(F)c2)c2c(N)ncnn2c1C1=CCN(C(=O)OC(C)(C)C)CC1, O=[Pt]. Product: COCc1c(-c2ccc(NC(=O)Nc3cc(C(F)(F)F)ccc3F)c(F)c2)c2c(N)ncnn2c1C1CCN(C(=O)OC(C)(C)C)CC1. Reaction SMILES: [CH3:53][C:54](=[O:55])[OH:56].[N:1]#[N:2].[NH2:3][c:4]1[n:5][cH:6][n:7][n:8]2[c:9]1[c:10](-[c:29]1[cH:30][c:31]([F:50])[c:32]([NH:35][C:36]([NH:37][c:38]3[c:39]([F:48])[cH:40][cH:41][c:42]([C:44]([F:45])([F:46])[F:47])[cH:43]3)=[O:49])[cH:33][cH:34]1)[c:11]([CH2:26][O:27][CH3:28])[c:12]2[C:13]1=[CH:18][CH2:17][N:16]([C:19](=[O:20])[O:21][C:22]([CH3:23])([CH3:24])[CH3:25])[CH2:15][CH2:14]1.[Pt:51]=[O:52]>>[NH2:3][c:4]1[n:5][cH:6][n:7][n:8]2[c:9]1[c:10](-[c:29]1[cH:30][c:31]([F:50])[c:32]([NH:35][C:36]([NH:37][c:38]3[c:39]([F:48])[cH:40][cH:41][c:42]([C:44]([F:45])([F:46])[F:47])[cH:43]3)=[O:49])[cH:33][cH:34]1)[c:11]([CH2:26][O:27][CH3:28])[c:12]2[CH:13]1[CH2:14][CH2:15][N:16]([C:19](=[O:20])[O:21][C:22]([CH3:23])([CH3:24])[CH3:25])[CH2:17][CH2:18]1.